Dataset: the Open Reaction Database (ORD), a public repository of structured organic reaction records. Task: describe an organic reaction: reactants, conditions, products, and yield Starting materials: CC=1C=CC(=NC1)N1N=CC2=CC(=CC=C12)N (1-(5-methylpyridin-2-yl)-1H-indazol-5-amine), ClC1=NC=CC=C1NC(OC(C)(C)C)=O (tert-butyl 2-chloropyridin-3-ylcarbamate), CC1(C2=C(C(=CC=C2)P(C3=CC=CC=C3)C4=CC=CC=C4)OC5=C(C=CC=C51)P(C6=CC=CC=C6)C7=CC=CC=C7)C (Xantphos), CC(C)([O-])C.[Na+] (sodium tert-butoxide). The reagents and catalysts are C=1C=CC(=CC1)/C=C/C(=O)/C=C/C2=CC=CC=C2.C=1C=CC(=CC1)/C=C/C(=O)/C=C/C2=CC=CC=C2.C=1C=CC(=CC1)/C=C/C(=O)/C=C/C2=CC=CC=C2.[Pd].[Pd] (Pd2(dba)3). Run in CC(C)O (2-propanol), C1(=CC=CC=C1)C (toluene), O (water). Run at temperature 90 celsius, time 24 hour. Product: CC=1C=CC(=NC1)N1N=CC2=CC(=CC=C12)N1C(NC=2C1=NC=CC2)=O (3-[1-(5-methylpyridin-2-yl)-1H-indazol-5-yl]-1,3-dihydro-2H-imidazo[4,5-b]pyridin-2-one). The yield is 64.6%. Reaction SMILES: [CH3:1][C:2]1[CH:3]=[CH:4][C:5]([N:8]2[C:16]3[C:11](=[CH:12][C:13]([NH2:17])=[CH:14][CH:15]=3)[CH:10]=[N:9]2)=[N:6][CH:7]=1.Cl[C:19]1[C:24]([NH:25][C:26](=O)[O:27]C(C)(C)C)=[CH:23][CH:22]=[CH:21][N:20]=1.CC1(C)C2C(=C(P(C3C=CC=CC=3)C3C=CC=CC=3)C=CC=2)OC2C(P(C3C=CC=CC=3)C3C=CC=CC=3)=CC=CC1=2.CC(C)([O-])C.[Na+]>CC(O)C.C1(C)C=CC=CC=1.C1C=CC(/C=C/C(/C=C/C2C=CC=CC=2)=O)=CC=1.C1C=CC(/C=C/C(/C=C/C2C=CC=CC=2)=O)=CC=1.C1C=CC(/C=C/C(/C=C/C2C=CC=CC=2)=O)=CC=1.[Pd].[Pd].O>[CH3:1][C:2]1[CH:3]=[CH:4][C:5]([N:8]2[C:16]3[C:11](=[CH:12][C:13]([N:17]4[C:19]5=[N:20][CH:21]=[CH:22][CH:23]=[C:24]5[NH:25][C:26]4=[O:27])=[CH:14][CH:15]=3)[CH:10]=[N:9]2)=[N:6][CH:7]=1 |f:3.4,7.8.9.10.11|. Procedure details: Under argon atmosphere, a mixture of 1-(5-methylpyridin-2-yl)-1H-indazol-5-amine (71 mg), tert-butyl 2-chloropyridin-3-ylcarbamate (80 mg), Pd2(dba)3 (29.0 mg), Xantphos (36.6 mg) and sodium tert-butoxide (33.5 mg) in 2-propanol (2 mL) and toluene (0.5 mL) was stirred at 90° C. for 24 h, treated with water and extracted with EtOAc. The organic layer was separated, dried over MgSO4 and concentrated in vacuo. The residue was chromatographed on silica gel eluting with AcOEt/Hexane to give the title... Starting materials: COC1=NC(=NC(=C1)OC)OC1=CC=C2C(C(=C(O2)C)C(=O)OCC)=C1C(=O)OCC1=CC=CC=C1 (benzyl 5-(4,6-dimethoxypyrimidin-2-yl)oxy-3-ethoxycarbonyl-2-methylbenzofuran-4-carboxylate). The reagents and catalysts are [C].[Pd] (palladium carbon). The solvent is C(C)O (ethanol). The product is COC1=NC(=NC(=C1)OC)OC1=CC=C2C(C(=C(O2)C)C(=O)OCC)=C1C(=O)O (5-(4,6-Dimethoxypyrimidin-2yl)oxy-3-ethoxycarbonyl-2-methylbenzofuran-4-carboxylic Acid). Yield: 89.0%. Reaction SMILES: [CH3:1][O:2][C:3]1[CH:8]=[C:7]([O:9][CH3:10])[N:6]=[C:5]([O:11][C:12]2[C:26]([C:27]([O:29]CC3C=CC=CC=3)=[O:28])=[C:16]3[C:17]([C:21]([O:23][CH2:24][CH3:25])=[O:22])=[C:18]([CH3:20])[O:19][C:15]3=[CH:14][CH:13]=2)[N:4]=1>C(O)C.[C].[Pd]>[CH3:10][O:9][C:7]1[CH:8]=[C:3]([O:2][CH3:1])[N:4]=[C:5]([O:11][C:12]2[C:26]([C:27]([OH:29])=[O:28])=[C:16]3[C:17]([C:21]([O:23][CH2:24][CH3:25])=[O:22])=[C:18]([CH3:20])[O:19][C:15]3=[CH:14][CH:13]=2)[N:6]=1 |f:2.3|. Procedure: A mixture comprising 14.4 g of benzyl 5-(4,6-dimethoxypyrimidin-2-yl)oxy-3-ethoxycarbonyl-2-methylbenzofuran-4-carboxylate and 4.52 g of 10% palladium carbon in 100 ml of ethanol, was subjected to hydrogenation under an ordinary pressure while stirring at room temperature. After completion of the reaction, an insoluble matter was separated by filtration, and the filtrate was concentrated under reduced pressure, whereupon the precipitated crystals were washed with a solvent mixture of diethyl eth... The reactants are IC1=C(N)C=CC(=C1)C(F)(F)F (2-iodo-4-(trifluoromethyl)aniline), C([O-])([O-])=O.[Na+].[Na+] (sodium carbonate), C(C)[Si](C#CCCO)(CC)CC (4-(triethylsilyl)but-3-yn-1-ol), [Cl-].[Li+] (lithium chloride). The reagents and catalysts are [Pd](Cl)Cl (palladium(II) chloride), C1(=CC=CC=C1)P(C1=CC=CC=C1)[C-]1C=CC=C1.[C-]1(C=CC=C1)P(C1=CC=CC=C1)C1=CC=CC=C1.[Fe+2] (Bis(diphenylphosphino)ferrocene). Run in CN(C)C=O (DMF). Run at temperature 100 celsius, time 15 hour. The product is C(C)[Si](C=1NC2=CC=C(C=C2C1CCO)C(F)(F)F)(CC)CC (2-(2-(triethylsilyl)-5-(trifluoromethyl)-1H-indol-3-yl)ethanol). The yield is 61.3%. As a reaction SMILES: I[C:2]1[CH:8]=[C:7]([C:9]([F:12])([F:11])[F:10])[CH:6]=[CH:5][C:3]=1[NH2:4].[CH2:13]([Si:15]([CH2:23][CH3:24])([CH2:21][CH3:22])[C:16]#[C:17][CH2:18][CH2:19][OH:20])[CH3:14].[Cl-].[Li+].C(=O)([O-])[O-].[Na+].[Na+]>CN(C=O)C.C1(P([C-]2C=CC=C2)C2C=CC=CC=2)C=CC=CC=1.[C-]1(P(C2C=CC=CC=2)C2C=CC=CC=2)C=CC=C1.[Fe+2].[Pd](Cl)Cl>[CH2:23]([Si:15]([CH2:13][CH3:14])([CH2:21][CH3:22])[C:16]1[NH:4][C:3]2[C:2]([C:17]=1[CH2:18][CH2:19][OH:20])=[CH:8][C:7]([C:9]([F:12])([F:11])[F:10])=[CH:6][CH:5]=2)[CH3:24] |f:2.3,4.5.6,8.9.10|. Reported procedure: 2-iodo-4-(trifluoromethyl)aniline (1.0 g; 3.48 mmol), 4-(triethylsilyl)but-3-yn-1-ol (0.807 mL; 3.83 mmol), Bis(diphenylphosphino)ferrocene]palladium(II) chloride (0.142 g; 0.174 mmol), lithium chloride (0.147 g; 3.48 mmol) and sodium carbonate (0.738 g; 6.97 mmol) were suspended in DMF (10 mL) and the mixture was stirred at 100° C. for 15 hours. The solution was concentrated under reduced pressure and diluted in ethyl acetate. The organic layer was successively washed with brine, sodium thiosul... Reactants: CC(C)(C)OC(=O)C(C)(C)Br, O=C([O-])[O-], CC#N, COc1cc(F)ccc1O, [K+], [K+], O. Product: COc1cc(F)ccc1OC(C)(C)C(=O)OC(C)(C)C. Reaction SMILES: [C:17]([CH3:18])([CH3:19])([CH3:20])[O:21][C:22]([C:23]([CH3:24])([CH3:25])[Br:26])=[O:27].[C:1](=[O:2])([O-:3])[O-:4].[CH3:28][C:29]#[N:30].[CH3:7][O:8][c:9]1[c:10]([OH:16])[cH:11][cH:12][c:13]([F:15])[cH:14]1.[K+:5].[K+:6].[OH2:31]>>[CH3:7][O:8][c:9]1[c:10]([O:16][C:23]([C:22]([O:21][C:17]([CH3:18])([CH3:19])[CH3:20])=[O:27])([CH3:24])[CH3:25])[cH:11][cH:12][c:13]([F:15])[cH:14]1. The reactants are Cc1ccc([O-])c(C)c1Br, Cc1cc(Br)cc(C)c1Oc1cc(Nc2ccc(C#N)cc2)c([N+](=O)[O-])cc1[N+](=O)[O-], [K+]. The product is Cc1cc(Br)cc(C)c1Oc1ccc([N+](=O)[O-])c(Nc2ccc(C#N)cc2)c1. As a reaction SMILES: [Br:32][c:33]1[c:34]([CH3:35])[c:36]([O-:37])[cH:38][cH:39][c:40]1[CH3:41].[C:1](#[N:2])[c:3]1[cH:4][cH:5][c:6]([NH:9][c:10]2[c:11]([N+:29](=[O:30])[O-:31])[cH:12][c:13]([N+:26]([O-:27])=[O:28])[c:14]([O:16][c:17]3[c:18]([CH3:25])[cH:19][c:20]([Br:24])[cH:21][c:22]3[CH3:23])[cH:15]2)[cH:7][cH:8]1.[K+:42]>>[C:1](#[N:2])[c:3]1[cH:4][cH:5][c:6]([NH:9][c:10]2[c:11]([N+:29](=[O:30])[O-:31])[cH:12][cH:13][c:14]([O:16][c:17]3[c:18]([CH3:25])[cH:19][c:20]([Br:24])[cH:21][c:22]3[CH3:23])[cH:15]2)[cH:7][cH:8]1.